This data is from the Open Reaction Database (ORD), a public repository of structured organic reaction records. The task is: describe an organic reaction: reactants, conditions, products, and yield Starting materials: CCOC(C)=O, CC(=O)O, O=N[O-], CC(C)(O)COc1cc(NN)nc(N2CCOCC2)n1, [Na+], O. Reaction SMILES: [CH3:25][CH2:26][O:27][C:28](=[O:29])[CH3:30].[CH3:31][C:32](=[O:33])[OH:34].[N:21]([O-:22])=[O:23].[NH:1]([NH2:2])[c:3]1[cH:4][c:5]([O:15][CH2:16][C:17]([CH3:18])([OH:19])[CH3:20])[n:6][c:7]([N:9]2[CH2:10][CH2:11][O:12][CH2:13][CH2:14]2)[n:8]1.[Na+:24].[OH2:35]>>[N:1](=[N+:2]=[N-:21])[c:3]1[cH:4][c:5]([O:15][CH2:16][C:17]([CH3:18])([OH:19])[CH3:20])[n:6][c:7]([N:9]2[CH2:10][CH2:11][O:12][CH2:13][CH2:14]2)[n:8]1. Product: CC(C)(O)COc1cc(N=[N+]=[N-])nc(N2CCOCC2)n1. Reactants: COC(=O)C=1SC(=CC1NCCP(=O)(C)OCC)C#CC(C)(C)C (5-(3,3-Dimethyl-but-1-ynyl)-3-[2-(ethoxy-methyl-phosphinoyl)-ethylamino]-thiophene-2-carboxylic acid methyl ester), CC1CCC(CC1)C(=O)Cl (4-methyl-cyclohexanecarbonyl chloride). Solvent: N1=CC=CC=C1 (pyridine), CCOC(=O)C (EtOAc). Run at temperature 100 celsius, time 7 hour. The product is COC(=O)C=1SC(=CC1N(C(=O)C1CCC(CC1)C)CCP(=O)(C)OCC)C#CC(C)(C)C (5-(3,3-Dimethyl-but-1-ynyl)-3-[[2-(ethoxy-methyl-phosphinoyl)-ethyl]-(4-methyl-cyclohexanecarbonyl)-amino]-thiophene-2-carboxylic acid methyl ester). Isolated yield 80.5%. As a reaction SMILES: [CH3:1][O:2][C:3]([C:5]1[S:6][C:7]([C:19]#[C:20][C:21]([CH3:24])([CH3:23])[CH3:22])=[CH:8][C:9]=1[NH:10][CH2:11][CH2:12][P:13]([O:16][CH2:17][CH3:18])([CH3:15])=[O:14])=[O:4].[CH3:25][CH:26]1[CH2:31][CH2:30][CH:29]([C:32](Cl)=[O:33])[CH2:28][CH2:27]1>N1C=CC=CC=1.CCOC(C)=O>[CH3:1][O:2][C:3]([C:5]1[S:6][C:7]([C:19]#[C:20][C:21]([CH3:23])([CH3:22])[CH3:24])=[CH:8][C:9]=1[N:10]([CH2:11][CH2:12][P:13]([O:16][CH2:17][CH3:18])([CH3:15])=[O:14])[C:32]([CH:29]1[CH2:30][CH2:31][CH:26]([CH3:25])[CH2:27][CH2:28]1)=[O:33])=[O:4]. Procedure: 5-(3,3-Dimethyl-but-1-ynyl)-3-[2-(ethoxy-methyl-phosphinoyl)-ethylamino]-thiophene-2-carboxylic acid methyl ester (233 mg, 0.629 mmol) was dissolved in pyridine (4 mL) and then 4-methyl-cyclohexanecarbonyl chloride (506 mg, 3.15 mmol) was added. The reaction was stirred for 7 hours at 100° C., the heat to the oil bath was shut off and the reaction was allowed to stir for a further 9 hours. The reaction was diluted with EtOAc and extracted with H2O. The organic phase was then extracted with brine... Starting materials: O=C(O)CCCCCCCCCCCCC(=O)O, C(=NC1CCCCC1)=NC1CCCCC1, C1CCOC1, C1CCOC1, OCc1ccccc1. Product: O=C(O)CCCCCCCCCCCCC(=O)OCc1ccccc1. Reaction SMILES: [C:1]([CH2:2][CH2:3][CH2:4][CH2:5][CH2:6][CH2:7][CH2:8][CH2:9][CH2:10][CH2:11][CH2:12][CH2:13][C:14](=[O:15])[OH:16])(=[O:17])[OH:18].[CH:32]1([N:33]=[C:34]=[N:35][CH:36]2[CH2:37][CH2:38][CH2:39][CH2:40][CH2:41]2)[CH2:42][CH2:43][CH2:44][CH2:45][CH2:46]1.[O:19]1[CH2:20][CH2:21][CH2:22][CH2:23]1.[O:47]1[CH2:48][CH2:49][CH2:50][CH2:51]1.[OH:24][CH2:25][c:26]1[cH:27][cH:28][cH:29][cH:30][cH:31]1>>[C:1]([CH2:2][CH2:3][CH2:4][CH2:5][CH2:6][CH2:7][CH2:8][CH2:9][CH2:10][CH2:11][CH2:12][CH2:13][C:14]([O:15][CH2:25][c:26]1[cH:27][cH:28][cH:29][cH:30][cH:31]1)=[O:16])(=[O:17])[OH:18]. Starting materials: COC(=O)c1ccc(CO)c(OCc2ccccc2)c1, ClCCl, O=S(Cl)Cl. Yields the product COC(=O)c1ccc(CCl)c(OCc2ccccc2)c1. Reaction SMILES: [CH2:1]([c:2]1[cH:3][cH:4][cH:5][cH:6][cH:7]1)[O:8][c:9]1[cH:10][c:11]([C:12](=[O:13])[O:14][CH3:15])[cH:16][cH:17][c:18]1[CH2:19][OH:20].[Cl:25][CH2:26][Cl:27].[S:21]([Cl:22])([Cl:23])=[O:24]>>[CH2:1]([c:2]1[cH:3][cH:4][cH:5][cH:6][cH:7]1)[O:8][c:9]1[cH:10][c:11]([C:12](=[O:13])[O:14][CH3:15])[cH:16][cH:17][c:18]1[CH2:19][Cl:23]. The reactants are ClCC1=CC=C(C(=O)OC2=C(C=C(C=C2)Cl)CN2C(OC(=N2)C2=CC=C(C=C2)C(F)(F)F)=O)C=C1 (4-chloro-2-[[5-[4-(trifluoromethyl)phenyl]-2,3-dihydro-2-oxo-1,3,4-oxadiazol-3-yl]methyl]phenyl 4-(chloromethyl)benzoate), CN(C)C (trimethylamine). Run in C(C)#N.C(C)(=O)OCC (acetonitrile ethyl acetate). Reaction conditions: time 2 day. Product: [Cl-].ClC1=CC(=C(OC(=O)C2=CC=C(C=C2)C[N+](C)(C)C)C=C1)CN1C(OC(=N1)C1=CC=C(C=C1)C(F)(F)F)=O ([[4-[[4-Chloro-2-[[5-[4-(trifluoromethyl)phenyl]-2,3-dihydro-2-oxo-1,3,4-oxadiazol-3-yl]methyl]phenoxy]carbonyl]phenyl]-methyl] trimethylammonium chloride). The yield is 72.0%. As a reaction SMILES: [Cl:1][CH2:2][C:3]1[CH:35]=[CH:34][C:6]([C:7]([O:9][C:10]2[CH:15]=[CH:14][C:13]([Cl:16])=[CH:12][C:11]=2[CH2:17][N:18]2[N:22]=[C:21]([C:23]3[CH:28]=[CH:27][C:26]([C:29]([F:32])([F:31])[F:30])=[CH:25][CH:24]=3)[O:20][C:19]2=[O:33])=[O:8])=[CH:5][CH:4]=1.[CH3:36][N:37]([CH3:39])[CH3:38]>C(#N)C.C(OCC)(=O)C>[Cl-:1].[Cl:16][C:13]1[CH:14]=[CH:15][C:10]([O:9][C:7]([C:6]2[CH:34]=[CH:35][C:3]([CH2:2][N+:37]([CH3:39])([CH3:38])[CH3:36])=[CH:4][CH:5]=2)=[O:8])=[C:11]([CH2:17][N:18]2[N:22]=[C:21]([C:23]3[CH:28]=[CH:27][C:26]([C:29]([F:31])([F:32])[F:30])=[CH:25][CH:24]=3)[O:20][C:19]2=[O:33])[CH:12]=1 |f:2.3,4.5|. Procedure: A solution of 4-chloro-2-[[5-[4-(trifluoromethyl)phenyl]-2,3-dihydro-2-oxo-1,3,4-oxadiazol-3-yl]methyl]phenyl 4-(chloromethyl)benzoate (0.3 g, 0.573 mmol) in acetonitrile/ethyl acetate (20 mL) was saturated with anhydrous trimethylamine. The reaction mixture was stirred at room temperature for two days. The precipitate was collected and purified by recrystallization from acetonitrile-ether to afford the title compound as a white solid (0.24 g, 72%): Reaction SMILES: [OH:1][C:2]1[N:6]=[CH:5][N:4]([C:7]2[CH:12]=[CH:11][C:10]([Cl:13])=[CH:9][C:8]=2[Cl:14])[N:3]=1.C[O-].[Na+].Br[CH:19]([CH3:25])[C:20]([O:22][CH2:23][CH3:24])=[O:21]>CS(C)=O>[CH2:23]([O:22][C:20]([CH:19]([O:1][C:2]1[N:6]=[CH:5][N:4]([C:7]2[CH:12]=[CH:11][C:10]([Cl:13])=[CH:9][C:8]=2[Cl:14])[N:3]=1)[CH3:25])=[O:21])[CH3:24] |f:1.2|. Yields the product C(C)OC(=O)C(C)OC1=NN(C=N1)C1=C(C=C(C=C1)Cl)Cl (3-(1-ethoxycarbonylethoxy)-1-(2,4-dichlorophenyl)-1,2,4-1H-triazole). The reactants are ice water, OC1=NN(C=N1)C1=C(C=C(C=C1)Cl)Cl (3-hydroxy-1-(2,4-dichlorophenyl)-1,2,4-1H-triazole), C[O-].[Na+] (sodium methoxide), BrC(C(=O)OCC)C (ethyl 2-bromopropionate). Reported procedure: Thirteen g of 3-hydroxy-1-(2,4-dichlorophenyl)-1,2,4-1H-triazole was added to a solution of sodium methoxide (prepared from 1.3 g of sodium and excess methanol) in 200 ml of dimethylsulfoxide. The solution was heated on a steam bath for 2 hours, and then 10 g of ethyl 2-bromopropionate was added and heating was continued for 1.5 hours more. The mixture was then cooled, poured over ice-water, and extracted with 200 ml of diethyl ether. The ether extract was washed with 1N hydrochloric acid, with ... Reaction conditions: time 1.5 hour. The solvent is CS(=O)C (dimethylsulfoxide).